This data is from the Open Reaction Database (ORD), a public repository of structured organic reaction records. The task is: describe an organic reaction: reactants, conditions, products, and yield Starting materials: CC=1NC2=CC=CC=C2C1 (2-methyl-1H-indole), [Cl-].COC=1C=C(C=[N+](C)C)C=CC1OC ((3,4-dimethoxy-benzylidene)-dimethylammonium chloride), COC=1C=C(C=O)C=CC1OC (3,4-dimethoxy-benzaldehyde), CNC (dimethylamine). The product is COC=1C=C(C=CC1OC)C(C1=C(NC2=CC=CC=C12)C)N(C)C ([(3,4-Dimethoxy-phenyl)-(2-methyl-1H-indol-3-yl)-methyl]-dimethyl-amine). RXN SMILES: [CH3:1][C:2]1[NH:3][C:4]2[C:9]([CH:10]=1)=[CH:8][CH:7]=[CH:6][CH:5]=2.[Cl-].[CH3:12][O:13][C:14]1[CH:15]=[C:16]([CH:21]=[CH:22][C:23]=1[O:24][CH3:25])[CH:17]=[N+:18]([CH3:20])[CH3:19].COC1C=C(C=CC=1OC)C=O.CNC>>[CH3:12][O:13][C:14]1[CH:15]=[C:16]([CH:17]([N:18]([CH3:20])[CH3:19])[C:10]2[C:9]3[C:4](=[CH:5][CH:6]=[CH:7][CH:8]=3)[NH:3][C:2]=2[CH3:1])[CH:21]=[CH:22][C:23]=1[O:24][CH3:25] |f:1.2|. Reported procedure: The preparation was carried out in accordance with general synthesis instructions 4 from 2-methyl-1H-indole and (3,4-dimethoxy-benzylidene)-dimethylammonium chloride, which had been prepared in accordance with example 44 from 3,4-dimethoxy-benzaldehyde and dimethylamine. Starting materials: NC1=C(C=C(C(=C1)OC)OC)C(=O)C1=CC=CC=C1 ((2-amino-4,5-dimethoxyphenyl)(phenyl)methanone), Br (HBr), N (ammonia). The solvent is O (H2O), O (water). Reaction conditions: temperature 95 celsius. Yields the product NC1=C(C=C(C(=C1)OC)O)C(=O)C1=CC=CC=C1 ((2-amino-5-hydroxy-4-methoxyphenyl)(phenyl)methanone). Yield: 45.0%. As a reaction SMILES: [NH2:1][C:2]1[CH:7]=[C:6]([O:8][CH3:9])[C:5]([O:10]C)=[CH:4][C:3]=1[C:12]([C:14]1[CH:19]=[CH:18][CH:17]=[CH:16][CH:15]=1)=[O:13].Br.N>O>[NH2:1][C:2]1[CH:7]=[C:6]([O:8][CH3:9])[C:5]([OH:10])=[CH:4][C:3]=1[C:12]([C:14]1[CH:19]=[CH:18][CH:17]=[CH:16][CH:15]=1)=[O:13]. Reported procedure: To 400 mg (1.55 mmol) of (2-amino-4,5-dimethoxyphenyl)(phenyl)methanone (XXIaa), add dropwise 2.1 ml of HBr 40% by weight in water. Heat at 95° C. for 12 hours. At 0° C. add ammonia to pH=8.9. Add 100 ml H2O and extract three times with 100 ml of CH2Cl2. Dry on MgSO4, evaporate the CH2Cl2 and purify by silica chromatography (AcOEt 1/hexane 4 then 1/1). Yield: 45%. 1H-NMR (CDCl3, 200 MHz): d 3.92 (s, 3H, OCH3), 6.20 (s, 1H Ar), 7.00 (s, 1H Ar), 7.42–7.61 (m, 5H Ar). Reactants: C(C)OC(=O)C=1N=C(C=2NC3=CC=CC(=C3C2C1)C1=CC=CC=C1)C=N (5-phenyl-iminomethyl-beta-carboline-3-carboxylic acid ethyl ester), [H][H] (hydrogen). The reagents and catalysts are [Ni] (Raney nickel). The solvent is C(C)O (ethanol). Reaction conditions: time 40 minute. The product is C(C)OC(=O)C=1N=C(C=2NC3=CC=CC=C3C2C1)CNC1=CC=CC=C1 (phenylaminomethyl-beta-carboline-3-carboxylic acid ethyl ester). Isolated yield 119.3%. As a reaction SMILES: [CH2:1]([O:3][C:4]([C:6]1[N:7]=[C:8]([CH:25]=[NH:26])[C:9]2[NH:10][C:11]3[C:16]([C:17]=2[CH:18]=1)=[C:15](C1C=CC=CC=1)[CH:14]=[CH:13][CH:12]=3)=[O:5])[CH3:2].[H][H]>C(O)C.[Ni]>[CH2:1]([O:3][C:4]([C:6]1[N:7]=[C:8]([CH2:25][NH:26][C:11]2[CH:16]=[CH:15][CH:14]=[CH:13][CH:12]=2)[C:9]2[NH:10][C:11]3[C:16]([C:17]=2[CH:18]=1)=[CH:15][CH:14]=[CH:13][CH:12]=3)=[O:5])[CH3:2]. Procedure: 5-phenyl-iminomethyl-beta-carboline-3-carboxylic acid ethyl ester (0.25 g) is hydrogenated in 100 ml of ethanol with addition of Raney nickel at normal pressure and a temperature of 25° C. Taking up of 1 mol of hydrogen takes about 40 minutes. The residue remaining after filtering of the catalyst and evaporation of the filtrate is chromatographed on silica gel with a mixture of 10 parts of dichloromethane and one part of ethanol. Thus, 0.15 g of phenylaminomethyl-beta-carboline-3-carboxylic acid... Starting materials: CC1=NOC(=C1C=1C=C(C2=C(N(C(=N2)OCC)C(=O)OC(C)(C)C)C1)C(N(C)OC)=O)C (Tert-butyl 6-(3,5-dimethylisoxazol-4-yl)-2-ethoxy-4-(methoxy(methyl)carbamoyl)-1H-benzo[d]imidazole-1-carboxylate), C1(=CC=CC=C1)[Mg]Cl (phenyl magnesium chloride). The solvent is C1CCOC1 (THF). Product: C(C1=CC=CC=C1)(=O)C1=CC(=CC=2N(C(=NC21)OCC)C(=O)OC(C)(C)C)C=2C(=NOC2C)C (tert-butyl 4-benzoyl-6-(3,5-dimethylisoxazol-4-yl)-2-ethoxy-1H-benzo[d]imidazole-1-carboxylate). Reaction SMILES: [CH3:1][C:2]1[C:6]([C:7]2[CH:8]=[C:9]([C:26](=[O:31])N(OC)C)[C:10]3[N:14]=[C:13]([O:15][CH2:16][CH3:17])[N:12]([C:18]([O:20][C:21]([CH3:24])([CH3:23])[CH3:22])=[O:19])[C:11]=3[CH:25]=2)=[C:5]([CH3:32])[O:4][N:3]=1.[C:33]1([Mg]Cl)[CH:38]=[CH:37][CH:36]=[CH:35][CH:34]=1>C1COCC1>[C:26]([C:9]1[C:10]2[N:14]=[C:13]([O:15][CH2:16][CH3:17])[N:12]([C:18]([O:20][C:21]([CH3:24])([CH3:22])[CH3:23])=[O:19])[C:11]=2[CH:25]=[C:7]([C:6]2[C:2]([CH3:1])=[N:3][O:4][C:5]=2[CH3:32])[CH:8]=1)(=[O:31])[C:33]1[CH:38]=[CH:37][CH:36]=[CH:35][CH:34]=1. Reported procedure: Tert-butyl 6-(3,5-dimethylisoxazol-4-yl)-2-ethoxy-4-(methoxy(methyl)carbamoyl)-1H-benzo[d]imidazole-1-carboxylate was dissolved in THF (3 mL). To the solution was added a solution of phenyl magnesium chloride (2M in THF, 0.508 mmol, 0.254 mmol) at −78° C. after the addition, the reaction was allowed to warm up to room temperature. The reaction was stirred for 17 hat the same temperature. The reaction mixture was quenched with water (30 mL). The whole was extracted with AcOEt (30 mL×3). Organic l...